Dataset: the Open Reaction Database (ORD), a public repository of structured organic reaction records. Task: describe an organic reaction: reactants, conditions, products, and yield Reactants: C[Si](C)(C)[N-][Si](C)(C)C, Cc1ccccc1, N#CC1CCC1, [Cl-], ClCCl, Fc1ccc(I)cn1, [NH4+], [Na+]. Yields the product N#CC1(c2ccc(I)cn2)CCC1. As a reaction SMILES: [CH3:15][Si:16]([N-:17][Si:18]([CH3:19])([CH3:20])[CH3:21])([CH3:22])[CH3:23].[CH3:25][c:26]1[cH:27][cH:28][cH:29][cH:30][cH:31]1.[CH:9]1([C:13]#[N:14])[CH2:10][CH2:11][CH2:12]1.[Cl-:32].[Cl:34][CH2:35][Cl:36].[F:1][c:2]1[n:3][cH:4][c:5]([I:8])[cH:6][cH:7]1.[NH4+:33].[Na+:24]>>[c:2]1([C:9]2([C:13]#[N:14])[CH2:10][CH2:11][CH2:12]2)[n:3][cH:4][c:5]([I:8])[cH:6][cH:7]1. The reactants are CC1(OB(OC1(C)C)C1=C(C=C(C=C1)C(F)(F)F)NC(OC(C)(C)C)=O)C (tert-butyl 2-(4,4,5,5-tetramethyl-1,3,2-dioxaborolan-2-yl)-5-(trifluoromethyl)phenylcarbamate), BrC=1C(=NC=CC1)C#N (3-bromopicolino-nitrile), tetrakis(triphenyl-phosphine)palladium, C([O-])([O-])=O.[K+].[K+] (potassium carbonate). The solvent is CO (methanol), ClCCl (dichloromethane), O (water), C1(=CC=CC=C1)C (toluene). Conditions: temperature 100 celsius, time 8 hour. The product is FC(C1=CC=2C(=C3C=CC=NC3=C(N2)N)C=C1)(F)F (8-(trifluoromethyl)benzo[f][1,7]naphthyridin-5-amine). As a reaction SMILES: CC1(C)C(C)(C)OB([C:9]2[CH:14]=[CH:13][C:12]([C:15]([F:18])([F:17])[F:16])=[CH:11][C:10]=2[NH:19]C(=O)OC(C)(C)C)O1.Br[C:29]1[C:30]([C:35]#[N:36])=[N:31][CH:32]=[CH:33][CH:34]=1.C(=O)([O-])[O-].[K+].[K+]>C1(C)C=CC=CC=1.CO.ClCCl.O>[F:16][C:15]([F:17])([F:18])[C:12]1[CH:13]=[CH:14][C:9]2=[C:29]3[C:30](=[C:35]([NH2:36])[N:19]=[C:10]2[CH:11]=1)[N:31]=[CH:32][CH:33]=[CH:34]3 |f:2.3.4|. Reported procedure: A solution of tert-butyl 2-(4,4,5,5-tetramethyl-1,3,2-dioxaborolan-2-yl)-5-(trifluoromethyl)phenylcarbamate (from step 2) (1.0 eq.) and 3-bromopicolino-nitrile (1.0 eq.) in toluene (0.24 M) was mixed with tetrakis(triphenyl-phosphine)palladium (5 mol %) and 2N aqueous potassium carbonate solution (4.0 eq.). The reaction was heated to 100° C. and stirred overnight. After cooling to ambient temperature, the reaction content was diluted with 2% methanol in dichloromethane and water. The two phases ... Starting materials: O=C1CN(C1)C(=O)OC(C)(C)C (tert-butyl 3-oxoazetidine-1-carboxylate), CC(C)(C)S(=O)N (2-methylpropane-2-sulfinamide). The reagents and catalysts are C(C)O[Ti](OCC)(OCC)OCC (tetraethoxytitanium). Solvent: C1CCOC1 (THF). Reaction conditions: temperature 70 celsius, time 8 hour. Product: C(C)(C)(C)S(=O)N=C1CN(C1)C(=O)OC(C)(C)C (tert-butyl 3-(tert-butylsulfinylimino)azetidine-1-carboxylate). Yield: 23.4%. RXN SMILES: O=[C:2]1[CH2:5][N:4]([C:6]([O:8][C:9]([CH3:12])([CH3:11])[CH3:10])=[O:7])[CH2:3]1.[CH3:13][C:14]([S:17]([NH2:19])=[O:18])([CH3:16])[CH3:15]>C1COCC1.C(O[Ti](OCC)(OCC)OCC)C>[C:14]([S:17]([N:19]=[C:2]1[CH2:5][N:4]([C:6]([O:8][C:9]([CH3:12])([CH3:11])[CH3:10])=[O:7])[CH2:3]1)=[O:18])([CH3:16])([CH3:15])[CH3:13]. Procedure details: A mixture of tert-butyl 3-oxoazetidine-1-carboxylate (4 g, 23.37 mmol), 2-methylpropane-2-sulfinamide (3.12 g, 25.7 mmol) and tetraethoxytitanium (10.66 g, 46.7 mmol) in THF (40 ml) in a 20 ml sealed tube was stirred at 70° C. overnight. The reaction mixture was cooled to room temperature, quenched with water and filtered through a bed of Celite. The solid material was washed with ethyl acetate. The organic layer was separated, dried over Na2SO4, filtered and concentrated to obtain a crude mixtu... Starting materials: C1=CC(=C2C(=O)C=CC(=O)C2=C1O)O (naphthazarin), 1-methoxy-1,3-chclohexadiene, Cl (HCl), C(C)(=O)OCC (ethyl acetate), [OH-].[Na+] (caustic soda), C(C)(=O)OCC (ethyl acetate). The solvent is C(Cl)Cl (methylene chloride), CCCCCC (n-hexane), O (water), CCCCCC (n-hexane). Conditions: temperature 0 celsius, time 5 minute. Yields the product OC1=C2C(C=3C4C=CC(C3C(C2=C(C=C1)O)=O)(CC4)OC)=O (1,4,9,10-tetrahydro-5,8-dihydroxy-1-methoxy-9,10-dioxo-1,4-ethanoanthracene). The yield is 83.0%. Reaction SMILES: [CH:1]1[C:12]([OH:13])=[C:11]2[C:4]([C:5]([CH:7]=[CH:8][C:9]2=[O:10])=[O:6])=[C:3]([OH:14])[CH:2]=1.[OH-].[Na+].Cl.[C:18]([O:21][CH2:22][CH3:23])(=O)C>C(Cl)Cl.O.CCCCCC>[OH:14][C:3]1[CH:2]=[CH:1][C:12]([OH:13])=[C:11]2[C:4]=1[C:5](=[O:6])[C:7]1[CH:2]3[CH2:3][CH2:23][C:22]([O:21][CH3:18])([C:8]=1[C:9]2=[O:10])[CH:12]=[CH:1]3 |f:1.2|. Reported procedure: 20.9 g (0.11 mol) of naphthazarin (8) and 28.4 g of 1-methoxy-1,3-chclohexadiene (19) (technical grade, 70%, 0.177 mol) were refluxed in 330 ml of methylene chloride (temperature oil bath 50° C.). The course of the reaction was followed by means of TLC (ethyl acetate:n-hexane, 2:5). After evaporation 330 ml of pentane was added to the residue and the solution was stirred for 5 minutes. The solution was cooled to 0° C. and filtrated. The filtrate was rinsed with 2×50 ml of petroleum ether. The yi... The reactants are BrCCCCCC(=O)Cl (6-Bromohexanoyl chloride), CC=1C=CC=CC1C (o-xylene), [Cl-].[Al+3].[Cl-].[Cl-] (aluminum chloride). Solvent: O (Water). Conditions: time 30 minute. Product: BrCCCCCC(=O)C1=CC(=C(C=C1)C)C (6-bromo-1-(3,4-dimethylphenyl)-1-hexanone). As a reaction SMILES: [Br:1][CH2:2][CH2:3][CH2:4][CH2:5][CH2:6][C:7](Cl)=[O:8].[CH3:10][C:11]1[CH:12]=[CH:13][CH:14]=[CH:15][C:16]=1[CH3:17].[Cl-].[Al+3].[Cl-].[Cl-]>O>[Br:1][CH2:2][CH2:3][CH2:4][CH2:5][CH2:6][C:7]([C:13]1[CH:14]=[CH:15][C:16]([CH3:17])=[C:11]([CH3:10])[CH:12]=1)=[O:8] |f:2.3.4.5|. Procedure: 6-Bromohexanoyl chloride (2.0 g) was added to o-xylene (20 ml), and aluminum chloride (1.4 g) was added at -20° C., which was followed by stirring for 30 min. Water was added to the reaction mixture and the mixture was extracted with ethyl acetate. The organic layer was washed with brine, dried and the solvent was evaporated under reduced pressure to give 2.6 g of 6-bromo-1-(3,4-dimethylphenyl)-1-hexanone. Starting materials: [N+](=O)(O)[O-] (nitric acid), COC1=CC=C(C=C1)N1N=C(C=C1C1=CC=C(C=C1)S(=O)(=O)C)C(F)(F)F (1-(4-methoxyphenyl)-5-[4-(methylsulfonyl)phenyl]-3-(trifluoromethyl)pyrazole), ice water. The solvent is C(C)(=O)OC(C)=O (acetic anhydride). Conditions: time 5 hour. Yields the product COC1=C(C=C(C=C1)N1N=C(C=C1C1=CC=C(C=C1)S(=O)(=O)C)C(F)(F)F)[N+](=O)[O-] (1-(4-methoxy-3-nitrophenyl)-5-[4-(methylsulfonyl)phenyl]-3-(trifluoromethyl)pyrazole). RXN SMILES: [N+:1]([O-:4])(O)=[O:2].[CH3:5][O:6][C:7]1[CH:12]=[CH:11][C:10]([N:13]2[C:17]([C:18]3[CH:23]=[CH:22][C:21]([S:24]([CH3:27])(=[O:26])=[O:25])=[CH:20][CH:19]=3)=[CH:16][C:15]([C:28]([F:31])([F:30])[F:29])=[N:14]2)=[CH:9][CH:8]=1>C(OC(=O)C)(=O)C>[CH3:5][O:6][C:7]1[CH:8]=[CH:9][C:10]([N:13]2[C:17]([C:18]3[CH:19]=[CH:20][C:21]([S:24]([CH3:27])(=[O:25])=[O:26])=[CH:22][CH:23]=3)=[CH:16][C:15]([C:28]([F:31])([F:29])[F:30])=[N:14]2)=[CH:11][C:12]=1[N+:1]([O-:4])=[O:2]. Reported procedure: To acetic anhydride (20 ml) was added 70% nitric acid (2 ml) dropwise in an ice-bath. During the addition, the internal temperature of the mixture temporarily rose to 25° C. and dropped to 0° C. To the mixture was added 1-(4-methoxyphenyl)-5-[4-(methylsulfonyl)phenyl]-3-(trifluoromethyl)pyrazole (2.0 g) portionwise. The reaction mixture was allowed to stir for 5 hours and poured into ice-water. The precipitate formed was collected by filtration and dried to give 1-(4-methoxy-3-nitrophenyl)-5-[4-...